This data is from the Open Reaction Database (ORD), a public repository of structured organic reaction records. The task is: describe an organic reaction: reactants, conditions, products, and yield Starting materials: Brc1ccsc1, C1CCOC1, CCCC(=O)N(C)OC, CC(C)=O, O. Yields the product CCCC(=O)c1ccsc1. RXN SMILES: [Br:1][c:2]1[cH:3][s:4][cH:5][cH:6]1.[CH2:7]1[CH2:8][CH2:9][CH2:10][O:11]1.[CH3:12][O:13][N:14]([CH3:15])[C:16](=[O:17])[CH2:18][CH2:19][CH3:20].[CH3:22][C:23]([CH3:24])=[O:25].[OH2:21]>>[c:2]1([C:10]([CH2:9][CH2:8][CH3:7])=[O:11])[cH:3][s:4][cH:5][cH:6]1. Reactants: C(C)OC(C=CB1OC(C)(C)C(C)(C)O1)OCC (3,3-diethoxy-1-propenylboronic acid pinacol ester), BrC1=C(C=CC=C1[N+](=O)[O-])F (2-bromo-1-fluoro-3-nitrobenzene), C([O-])([O-])=O.[Cs+].[Cs+] (cesium carbonate). The reagents and catalysts are [Pd+2].ClC1=C([C-](C=C1)P(C1=CC=CC=C1)C1=CC=CC=C1)Cl.[C-]1(C=CC=C1)P(C1=CC=CC=C1)C1=CC=CC=C1.[Fe+2] (dichloro 1,1′-bis(diphenylphosphino)ferrocene palladium (II)). Solvent: O1CCOCC1 (dioxane), O (water), O (water). Reaction conditions: temperature 120 celsius. Yields the product C(C)OC(/C=C/C1=C(C=CC=C1[N+](=O)[O-])F)OCC ((E)-2-(3,3-diethoxyprop-1-enyl)-1-fluoro-3-nitrobenzene). The yield is 61.0%. RXN SMILES: [CH2:1]([O:3][CH:4]([O:16][CH2:17][CH3:18])[CH:5]=[CH:6]B1OC(C)(C)C(C)(C)O1)[CH3:2].Br[C:20]1[C:25]([N+:26]([O-:28])=[O:27])=[CH:24][CH:23]=[CH:22][C:21]=1[F:29].C(=O)([O-])[O-].[Cs+].[Cs+]>O1CCOCC1.O.[Pd+2].ClC1C=C[C-](P(C2C=CC=CC=2)C2C=CC=CC=2)C=1Cl.[C-]1(P(C2C=CC=CC=2)C2C=CC=CC=2)C=CC=C1.[Fe+2]>[CH2:17]([O:16][CH:4]([O:3][CH2:1][CH3:2])/[CH:5]=[CH:6]/[C:20]1[C:25]([N+:26]([O-:28])=[O:27])=[CH:24][CH:23]=[CH:22][C:21]=1[F:29])[CH3:18] |f:2.3.4,7.8.9.10|. Reported procedure: A glass microwave reaction vessel was charged with 3,3-diethoxy-1-propenylboronic acid pinacol ester (0.154 mL, 0.600 mmol, Frontier Scientific), 2-bromo-1-fluoro-3-nitrobenzene (110 mg, 0.500 mmol, Aldrich), dichloro 1,1′-bis(diphenylphosphino)ferrocene palladium (II) (40.8 mg, 0.050 mmol, Strem) and cesium carbonate (326 mg, 1.00 mmol, Aldrich) in dioxane (3 mL) and water (0.5 mL). The reaction mixture was stirred and heated in an Emrys Optimizer microwave reactor (Personal Chemistry, Biotage ... The reactants are NC=1C=C(C(=O)NCCSCC=2OC(=CC2)CN(C)C)C=CC1 (3-amino-N-[2-(5-dimethylaminomethylfuran-2-ylmethylthio)ethyl]benzamide), CSC(=C[N+](=O)[O-])SC (1,1-bis-methylthio-2-nitroethene). Run in C(C)O (ethanol). Product: CSC(=C[N+](=O)[O-])NC=1C=C(C(=O)NCCSCC=2OC(=CC2)CN(C)C)C=CC1 (3-[N-(1-methylthio-2-nitroethenyl)amino]-N-[2-(5-dimethylaminomethylfuran-2-ylmethylthio)ethyl]benzamide). The yield is 65.0%. As a reaction SMILES: [NH2:1][C:2]1[CH:3]=[C:4]([CH:21]=[CH:22][CH:23]=1)[C:5]([NH:7][CH2:8][CH2:9][S:10][CH2:11][C:12]1[O:13][C:14]([CH2:17][N:18]([CH3:20])[CH3:19])=[CH:15][CH:16]=1)=[O:6].[CH3:24][S:25][C:26](SC)=[CH:27][N+:28]([O-:30])=[O:29]>C(O)C>[CH3:24][S:25][C:26]([NH:1][C:2]1[CH:3]=[C:4]([CH:21]=[CH:22][CH:23]=1)[C:5]([NH:7][CH2:8][CH2:9][S:10][CH2:11][C:12]1[O:13][C:14]([CH2:17][N:18]([CH3:19])[CH3:20])=[CH:15][CH:16]=1)=[O:6])=[CH:27][N+:28]([O-:30])=[O:29]. Reported procedure: According to the above procedure, by reacting 0.02 mol of 3-amino-N-[2-(5-dimethylaminomethylfuran-2-ylmethylthio)ethyl]benzamide and 0.02 mol of 1,1-bis-methylthio-2-nitroethene in 50 ml of ethanol, the 3-[N-(1-methylthio-2-nitroethenyl)amino]-N-[2-(5-dimethylaminomethylfuran-2-ylmethylthio)ethyl]benzamide is obtained in 65% yield, said compound being then dissolved in ethanol and treated with a 33% solution of methylamine in ethanol to give the 3-[N-(1-methylamino-2-nitroethenyl)amino]-N-[2-(5... Reactants: BrCC1=CC=C(C=C1)C(=O)O (α-bromo-4-toluoic acid), C1(=CC=CC=C1)P(C1=CC=CC=C1)C1=CC=CC=C1 (triphenylphosphine). Run in C1(=CC=CC=C1)C (toluene). Run at temperature 115 celsius. Product: [Br-].C(=O)(O)C1=CC=C(C[P+](C2=CC=CC=C2)(C2=CC=CC=C2)C2=CC=CC=C2)C=C1 ((4-Carboxy-benzyl)-triphenylphosphonium bromide). The yield is 94.7%. RXN SMILES: [Br:1][CH2:2][C:3]1[CH:8]=[CH:7][C:6]([C:9]([OH:11])=[O:10])=[CH:5][CH:4]=1.[C:12]1([P:18]([C:25]2[CH:30]=[CH:29][CH:28]=[CH:27][CH:26]=2)[C:19]2[CH:24]=[CH:23][CH:22]=[CH:21][CH:20]=2)[CH:17]=[CH:16][CH:15]=[CH:14][CH:13]=1>C1(C)C=CC=CC=1>[Br-:1].[C:9]([C:6]1[CH:7]=[CH:8][C:3]([CH2:2][P+:18]([C:19]2[CH:20]=[CH:21][CH:22]=[CH:23][CH:24]=2)([C:25]2[CH:30]=[CH:29][CH:28]=[CH:27][CH:26]=2)[C:12]2[CH:13]=[CH:14][CH:15]=[CH:16][CH:17]=2)=[CH:4][CH:5]=1)([OH:11])=[O:10] |f:3.4|. Reported procedure: 10.7 g (50 mmole) of α-bromo-4-toluoic acid and 13.1 g (50 mmole) of triphenylphosphine were dissolved in 105 ml of toluene under a nitrogen atmosphere. The mixture was heated at 115° C. for 5 hours. After cooling, the mixture was filtered and dried in a vacuum-oven at 60° C. and 22.6 g of a white solid were obtained (yield 94.5%). Reactants: C(C)N1C2=CC=CC=C2C=2C=C(C=CC12)NCCC(CCO)C (N-(9-ethyl-9H-carbazol-3-yl)-5-hydroxy-3-methylpentanamine), CC(C)([O-])C.[K+] (potassium-t-butoxide), C(C)(=O)OCC (ethyl acetate), FC=1C=C(C(C#N)=CC1)C#N (4-fluorophthalonitrile). Solvent: CN(C)C=O (DMF). Run at time 15 minute. Product: C(#N)C=1C=C(OCCC(CC(=O)NC=2C=CC=3N(C4=CC=CC=C4C3C2)CC)C)C=CC1C#N (5-(3,4-dicyanophenoxy)-N-(9-ethyl-9H-carbazol-3-yl)-3-methylpentanamide). Yield: 51.4%. As a reaction SMILES: [CH2:1]([N:3]1[C:15]2[CH:14]=[CH:13][C:12]([NH:16][CH2:17][CH2:18][CH:19]([CH3:23])[CH2:20][CH2:21][OH:22])=[CH:11][C:10]=2[C:9]2[C:4]1=[CH:5][CH:6]=[CH:7][CH:8]=2)[CH3:2].CC(C)([O-:27])C.[K+].F[C:31]1[CH:32]=[C:33]([C:39]#[N:40])[C:34](=[CH:37][CH:38]=1)[C:35]#[N:36].C(OCC)(=O)C>CN(C=O)C>[C:39]([C:33]1[CH:32]=[C:31]([CH:38]=[CH:37][C:34]=1[C:35]#[N:36])[O:22][CH2:21][CH2:20][CH:19]([CH3:23])[CH2:18][C:17]([NH:16][C:12]1[CH:13]=[CH:14][C:15]2[N:3]([CH2:1][CH3:2])[C:4]3[C:9]([C:10]=2[CH:11]=1)=[CH:8][CH:7]=[CH:6][CH:5]=3)=[O:27])#[N:40] |f:1.2|. Procedure details: To a solution of N-(9-ethyl-9H-carbazol-3-yl)-5-hydroxy-3-methylpentanamine (0.40 g, 1.23 mmol) in DMF (10.0 mL) was added potassium-t-butoxide (0.304 g, 2.71 mmol) under argon atmosphere. The mixture was stirred at room temperature for 15 min, and 4-fluorophthalonitrile (0.270 g, 1.85 mmol) was added thereto. The reaction solution was stirred at room temperature for 14 hr, and ethyl acetate (100 mL) was added thereto. The organic layer was washed with cold water (2×25 mL) and saturated brine (2... Reactants: NC1=C(C(=O)O)C=CC(=C1)I (2-amino-4-iodobenzoic acid), CCN=C=NCCCN(C)C (EDCI), ON1N=NC2=C1C=CC=C2 (1-hydroxybenzotriazole), CCN(C(C)C)C(C)C (DIEA), N (ammonia). Solvent: O (H2O), CN(C)C=O (DMF). Reaction conditions: time 8 hour. Product: NC1=C(C(=O)N)C=CC(=C1)I (2-amino-4-iodobenzamide). Yield: 52.2%. RXN SMILES: [NH2:1][C:2]1[CH:10]=[C:9]([I:11])[CH:8]=[CH:7][C:3]=1[C:4](O)=[O:5].CC[N:14]=C=NCCCN(C)C.ON1C2C=CC=CC=2N=N1.CCN(C(C)C)C(C)C.N>CN(C=O)C.O>[NH2:1][C:2]1[CH:10]=[C:9]([I:11])[CH:8]=[CH:7][C:3]=1[C:4]([NH2:14])=[O:5]. Procedure details: To a solution of 2-amino-4-iodobenzoic acid (2.5 g, 9.50 mmol) in DMF (10 mL) at rt under argon were added EDCI (2.18 g, 11.40 mmol), 1-hydroxybenzotriazole (1.54 g, 11.40 mmol), DIEA (1.98 mL, 11.40 mmol), and ammonia (7.0 N solution in MeOH, 1.90 mL, 13.30 mmol). The dark solution was stirred at rt overnight and diluted with H2O until precipitate formed. The precipitate was separated by filtration, washed with H2O, and dried under high vacuum for several hours to afford 2-amino-4-iodobenzamide... Starting materials: C1(=CC=C(C=C1)C(=O)C1=CC=C(N1C)CC#N)C (5-(ρ-toluoyl)-1-methyl-pyrrole-2-acetonitrile), C(C)O (ethanol), [OH-].[Na+] (sodium hydroxide), Cl (hydrochloric acid). Yields the product CN1C(=CC=C1)CC(=O)O (1-methylpyrrole-2-acetic acid). Reaction SMILES: C1(C)C=CC(C([C:9]2[N:13]([CH3:14])[C:12](CC#N)=[CH:11][CH:10]=2)=O)=CC=1.[OH-:19].[Na+].Cl.[CH2:22]([OH:24])[CH3:23]>>[CH3:14][N:13]1[CH:9]=[CH:10][CH:11]=[C:12]1[CH2:23][C:22]([OH:19])=[O:24] |f:1.2|. Procedure: A solution of 3.67 g. (0.015 mole) of 5-(ρ-toluoyl)-1-methyl-pyrrole-2-acetonitrile, 24 ml. of 1N sodium hydroxide, and 50 ml. of 95% ethanol is stirred and refluxed for twenty-four hours. The resulting solution is poured into ice acidified with dilute hydrochloric acid. A white solid precipitates which is extracted into ether. The ether phase is washed with a saturated solution of sodium chloride and dried over anhydrous magnesium sulfate. The solvent is evaporated and a white solid, 5-ρ-toluoy...